Dataset: the Open Reaction Database (ORD), a public repository of structured organic reaction records. Task: describe an organic reaction: reactants, conditions, products, and yield Procedure details: prepared by reaction of 1-(3,4-dimethoxy-benzyl)-6-methoxy-1,2,3,4-tetrahydroisoquinoline and 2-bromoacetyl bromide with 1,2,3,4-tetrahydro-1-naphthylamine Starting materials: COC=1C=C(CC2NCCC3=CC(=CC=C23)OC)C=CC1OC (1-(3,4-dimethoxy-benzyl)-6-methoxy-1,2,3,4-tetrahydroisoquinoline), BrCC(=O)Br (2-bromoacetyl bromide), C1(CCCC2=CC=CC=C12)N (1,2,3,4-tetrahydro-1-naphthylamine). Yields the product COC=1C=C(CC2N(CCC3=CC(=CC=C23)OC)CC(=O)NC2CCCC3=CC=CC=C23)C=CC1OC (2-[1-(3,4-Dimethoxy-benzyl)-6-methoxy-3,4-dihydro-1H-isoquinolin-2-yl]-N-(1,2,3,4-tetrahydro-naphthalen-1-yl)-acetamide). RXN SMILES: [CH3:1][O:2][C:3]1[CH:4]=[C:5]([CH:19]=[CH:20][C:21]=1[O:22][CH3:23])[CH2:6][CH:7]1[C:16]2[C:11](=[CH:12][C:13]([O:17][CH3:18])=[CH:14][CH:15]=2)[CH2:10][CH2:9][NH:8]1.Br[CH2:25][C:26](Br)=[O:27].[CH:29]1([NH2:39])[C:38]2[C:33](=[CH:34][CH:35]=[CH:36][CH:37]=2)[CH2:32][CH2:31][CH2:30]1>>[CH3:1][O:2][C:3]1[CH:4]=[C:5]([CH:19]=[CH:20][C:21]=1[O:22][CH3:23])[CH2:6][CH:7]1[C:16]2[C:11](=[CH:12][C:13]([O:17][CH3:18])=[CH:14][CH:15]=2)[CH2:10][CH2:9][N:8]1[CH2:25][C:26]([NH:39][CH:29]1[C:38]2[C:33](=[CH:34][CH:35]=[CH:36][CH:37]=2)[CH2:32][CH2:31][CH2:30]1)=[O:27].